This data is from the Open Reaction Database (ORD), a public repository of structured organic reaction records. The task is: describe an organic reaction: reactants, conditions, products, and yield Reactants: NN1C(C(NCC1)=O)=O (1-amino-2,3-dioxo-piperazine), C(C1=CC=CC=C1)=O (benzaldehyde). Yields the product C(C1=CC=CC=C1)=NN1C(C(NCC1)=O)=O (1-benzylideneamino-2,3-dioxo-piperazine). RXN SMILES: [NH2:1][N:2]1[CH2:7][CH2:6][NH:5][C:4](=[O:8])[C:3]1=[O:9].[CH:10](=O)[C:11]1[CH:16]=[CH:15][CH:14]=[CH:13][CH:12]=1>C(O)(=O)C>[CH:10](=[N:1][N:2]1[CH2:7][CH2:6][NH:5][C:4](=[O:8])[C:3]1=[O:9])[C:11]1[CH:16]=[CH:15][CH:14]=[CH:13][CH:12]=1. Reaction conditions: time 30 minute. The yield is 81.8%. The solvent is C(C)(=O)O (acetic acid). Procedure details: 1.3 pts. by wt. of 1-amino-2,3-dioxo-piperazine, 1.3 pts. by wt. of benzaldehyde and 7 pts. by vol. of glacial acetic acid are warmed to 90° for 90 minutes and then left at 5° for 30 minutes. The precipitate is filtered off, washed first with 3 pts. by vol. of glacial acetic acid and then with three times 10 pts. by vol. of ethyl acetate and dried over P2O5. 1.75 pts. by wt. (81.8% ) of 1-benzylideneamino-2,3-dioxo-piperazine of melting point 236°-240° C. are obtained.